From a dataset of the Open Reaction Database (ORD), a public repository of structured organic reaction records. describe an organic reaction: reactants, conditions, products, and yield Reactants: CCN, NS(=O)(=O)c1cnccc1Cl, O. Product: CCNc1ccncc1S(N)(=O)=O. Reaction SMILES: [CH3:12][CH2:13][NH2:14].[Cl:1][c:2]1[c:3]([S:8](=[O:9])(=[O:10])[NH2:11])[cH:4][n:5][cH:6][cH:7]1.[OH2:15]>>[c:2]1([NH:14][CH2:13][CH3:12])[c:3]([S:8](=[O:9])(=[O:10])[NH2:11])[cH:4][n:5][cH:6][cH:7]1.